This data is from the Open Reaction Database (ORD), a public repository of structured organic reaction records. The task is: describe an organic reaction: reactants, conditions, products, and yield RXN SMILES: [CH3:23][N:24]([CH3:25])[CH:26]=[O:27].[Cl:8][c:9]1[cH:10][cH:11][c:12]([C:15]23[CH2:16][CH2:17][CH2:18][N:19]([CH2:20][CH2:21]2)[CH2:22]3)[n:13][n:14]1.[H-:6].[Na+:7].[nH:1]1[cH:2][n:3][cH:4][cH:5]1>>[n:1]1(-[c:9]2[cH:10][cH:11][c:12]([C:15]34[CH2:16][CH2:17][CH2:18][N:19]([CH2:20][CH2:21]3)[CH2:22]4)[n:13][n:14]2)[cH:2][n:3][cH:4][cH:5]1. The product is c1cn(-c2ccc(C34CCCN(CC3)C4)nn2)cn1. Reactants: CN(C)C=O, Clc1ccc(C23CCCN(CC2)C3)nn1, [H-], [Na+], c1c[nH]cn1. The reactants are C1CCOC1, CC#CCC(C)(C)C(C=CC1CCC(=O)C1CCCCCCC(=O)O)OC1CCCCO1, CC(=O)O, O. Product: CC#CCC(C)(C)C(O)C=CC1CCC(=O)C1CCCCCCC(=O)O. RXN SMILES: [CH2:38]1[O:39][CH2:40][CH2:41][CH2:42]1.[CH3:1][C:2]([CH:3]([CH:4]=[CH:5][CH:6]1[CH2:7][CH2:8][C:9](=[O:20])[CH:10]1[CH2:11][CH2:12][CH2:13][CH2:14][CH2:15][CH2:16][C:17](=[O:18])[OH:19])[O:21][CH:22]1[CH2:23][CH2:24][CH2:25][CH2:26][O:27]1)([CH2:28][C:29]#[C:30][CH3:31])[CH3:32].[CH3:33][C:34](=[O:35])[OH:36].[OH2:37]>>[CH3:1][C:2]([CH:3]([CH:4]=[CH:5][CH:6]1[CH2:7][CH2:8][C:9](=[O:20])[CH:10]1[CH2:11][CH2:12][CH2:13][CH2:14][CH2:15][CH2:16][C:17](=[O:18])[OH:19])[OH:21])([CH2:28][C:29]#[C:30][CH3:31])[CH3:32]. Starting materials: C1(=CC=CC=C1)C1=NN=C(S1)C(=O)OCC (ethyl 5-phenyl-1,3,4-thiadiazole-2-carboxylate), CO (methanol), [BH4-].[Na+] (NaBH4). Solvent: CC(=O)O (AcOH). Run at time 16 hour. Product: C1(=CC=CC=C1)C1=NN=C(S1)CO ((5-Phenyl-1,3,4-thiadiazol-2-yl)methanol). Reaction SMILES: [C:1]1([C:7]2[S:11][C:10]([C:12](OCC)=[O:13])=[N:9][N:8]=2)[CH:6]=[CH:5][CH:4]=[CH:3][CH:2]=1.CO.[BH4-].[Na+]>CC(O)=O>[C:1]1([C:7]2[S:11][C:10]([CH2:12][OH:13])=[N:9][N:8]=2)[CH:2]=[CH:3][CH:4]=[CH:5][CH:6]=1 |f:2.3|. Procedure details: To a solution of ethyl 5-phenyl-1,3,4-thiadiazole-2-carboxylate (350 mgs, 1.494 mmol) in anhydrous methanol (5 mL, 124 mmol) was added NaBH4 (226 mgs, 5.98 mmol) at 0° C. The reaction mixture was stirred at ambient temperature for 16 h. AcOH (2 mL) was added and the reaction was concentrated to dryness. The residue was dissolved in EtOAc, brine and water and extracted with EtOAc (3×). The combined organic extracts were washed with sat. aqueous NaHCO3 and brine, and dried over anhydrous magnesium... Conditions: time 7 hour. Reactants: C(=O)[O-].[NH4+] (ammonium formate), C1(=CC=CC=C1)CN1S(N(C(C1=O)C(C)C)C)(=O)=O (2-phenylmethyl-4-isopropyl-5-methyl-1,2,5-thiadiazolidin-3-one 1,1-dioxide). Reagents/catalysts: [Pd] (Pd/C). Run in CO (methanol), CO (methanol). Product: 4-isopropyl-5-methyl-1,2,5-thiadiazolidin-3-one 1,1-dioxide 2-ammonium salt, C(CC)C1C(NS(N1C)(=O)=O)=O (4-propyl-5-methyl-1,2,5-thiadiazolidin-3-one 1,1-dioxide). Reported procedure: To a suspension of 3.5 g of 10% Pd/C in 150 ml of methanol containing ammonium formate (15 g) was added a solution of 2-phenylmethyl-4-isopropyl-5-methyl-1,2,5-thiadiazolidin-3-one 1,1-dioxide (7.1 g) in 50 ml of methanol under nitrogen. The mixture was stirred at room temperature for 7 hours, filtered through a pad of CELITE® and the residue was washed with methanol. The combined filtrate was concentrated in vacuo to afford 4-isopropyl-5-methyl-1,2,5-thiadiazolidin-3-one 1,1-dioxide 2-ammonium ... Reaction SMILES: [CH:1]([O-:3])=O.[NH4+].[C:5]1([CH2:11][N:12]2[C:16](=O)C(C(C)C)[N:14](C)[S:13]2(=[O:23])=[O:22])C=CC=[CH:7][CH:6]=1>CO.[Pd]>[CH2:5]([CH:11]1[N:12]([CH3:16])[S:13](=[O:23])(=[O:22])[NH:14][C:1]1=[O:3])[CH2:6][CH3:7] |f:0.1|. Starting materials: O=C1CNCC=2C=C(C=C3C=CN1C23)C2=CC=C(C=O)C=C2 (4-(1-oxo-1,2,3,4-tetrahydro-[1,4]diazepino[6,7,1-hi]indol-6-yl)-benzaldehyde), N1CCCC1 (pyrrolidine). The solvent is O (H2O). Product: N1(CCCC1)CC1=CC=C(C=C1)C=1C=C2C=CN3C2=C(C1)CNCC3=O (6-(4-Pyrrolidin-1-ylmethyl-phenyl)-3,4-dihydro-2H-[1,4]diazepino[6,7,1-hi]indol-1-one). The yield is 76.0%. Reaction SMILES: [O:1]=[C:2]1[N:13]2[C:14]3[C:10]([CH:11]=[CH:12]2)=[CH:9][C:8]([C:15]2[CH:22]=[CH:21][C:18]([CH:19]=O)=[CH:17][CH:16]=2)=[CH:7][C:6]=3[CH2:5][NH:4][CH2:3]1.[NH:23]1[CH2:27][CH2:26][CH2:25][CH2:24]1>O>[N:23]1([CH2:19][C:18]2[CH:17]=[CH:16][C:15]([C:8]3[CH:9]=[C:10]4[C:14]5=[C:6]([CH2:5][NH:4][CH2:3][C:2](=[O:1])[N:13]5[CH:12]=[CH:11]4)[CH:7]=3)=[CH:22][CH:21]=2)[CH2:27][CH2:26][CH2:25][CH2:24]1. Procedure: Using the reductive amination procedure described in Example 82, the title compound was synthesized from 4-(1-oxo-1,2,3,4-tetrahydro-[1,4]diazepino[6,7,1-hi]indol-6-yl)-benzaldehyde and pyrrolidine in 76% yield as a pale-yellow solid: mp 146-148° C.; 1H NMR (DMSO-d6) δ 1.71 (br s, 4H), 2.49 (br s, 4H), 3.48 (br s, 2H), 3.64 (br s, 2H), 4.30-4.33 (m, 2H), 6.69 (s, 1H), 7.16 (t, 1H, J=9.0 Hz), 7.43 (d, 2H, J=9.0 Hz), 7.55 (d, 2H, J=9.0 Hz), 7.77 (d, 1H, J=9.0 Hz), 7.80 (d, 1H, J=9.0 Hz), 8.38 (t, ... Reactants: CCOC(=O)N1CCC(=Nc2c(C)cccc2C)CC1, CO, [H][H], O=[Pt]=O. Yields the product CCOC(=O)N1CCC(Nc2c(C)cccc2C)CC1. Reaction SMILES: [CH3:1][c:2]1[c:3]([N:9]=[C:10]2[CH2:11][CH2:12][N:13]([C:16](=[O:17])[O:18][CH2:19][CH3:20])[CH2:14][CH2:15]2)[c:4]([CH3:8])[cH:5][cH:6][cH:7]1.[CH3:26][OH:27].[H:21][H:22].[Pt:23](=[O:24])=[O:25]>>[CH3:1][c:2]1[c:3]([NH:9][CH:10]2[CH2:11][CH2:12][N:13]([C:16](=[O:17])[O:18][CH2:19][CH3:20])[CH2:14][CH2:15]2)[c:4]([CH3:8])[cH:5][cH:6][cH:7]1. Starting materials: CCOC(=O)C1CCN(CCc2ccc(NC(=C3C(=O)Nc4cc(OC)c(OC)cc43)c3ccccc3)cc2)CC1, CCO, Cl, [Na+], [OH-]. The product is COc1cc2c(cc1OC)C(=C(Nc1ccc(CCN3CCC(C(=O)O)CC3)cc1)c1ccccc1)C(=O)N2. RXN SMILES: [CH2:1]([CH3:2])[O:3][C:4](=[O:5])[CH:6]1[CH2:7][CH2:8][N:9]([CH2:12][CH2:13][c:14]2[cH:15][cH:16][c:17]([NH:18][C:19]([c:20]3[cH:21][cH:22][cH:23][cH:24][cH:25]3)=[C:26]3[C:27](=[O:39])[NH:28][c:29]4[cH:30][c:31]([O:37][CH3:38])[c:32]([O:35][CH3:36])[cH:33][c:34]43)[cH:40][cH:41]2)[CH2:10][CH2:11]1.[CH3:45][CH2:46][OH:47].[ClH:44].[Na+:43].[OH-:42]>>[O:3]=[C:4]([OH:5])[CH:6]1[CH2:7][CH2:8][N:9]([CH2:12][CH2:13][c:14]2[cH:15][cH:16][c:17]([NH:18][C:19]([c:20]3[cH:21][cH:22][cH:23][cH:24][cH:25]3)=[C:26]3[C:27](=[O:39])[NH:28][c:29]4[cH:30][c:31]([O:37][CH3:38])[c:32]([O:35][CH3:36])[cH:33][c:34]43)[cH:40][cH:41]2)[CH2:10][CH2:11]1. Starting materials: CCO, CO, O=C(NCCCN1CCC(C(=O)c2ccc(F)cc2)CC1)c1ccccc1[N+](=O)[O-], [H][H]. Product: Nc1ccccc1C(=O)NCCCN1CCC(C(=O)c2ccc(F)cc2)CC1. RXN SMILES: [CH3:1][CH2:2][OH:3].[CH3:36][OH:37].[F:4][c:5]1[cH:6][cH:7][c:8]([C:9](=[O:10])[CH:11]2[CH2:12][CH2:13][N:14]([CH2:17][CH2:18][CH2:19][NH:20][C:21]([c:22]3[c:23]([N+:28]([O-:29])=[O:30])[cH:24][cH:25][cH:26][cH:27]3)=[O:31])[CH2:15][CH2:16]2)[cH:32][cH:33]1.[H:34][H:35]>>[F:4][c:5]1[cH:6][cH:7][c:8]([C:9](=[O:10])[CH:11]2[CH2:12][CH2:13][N:14]([CH2:17][CH2:18][CH2:19][NH:20][C:21]([c:22]3[c:23]([NH2:28])[cH:24][cH:25][cH:26][cH:27]3)=[O:31])[CH2:15][CH2:16]2)[cH:32][cH:33]1. Reactants: CC(C)c1nc(COCc2ccccc2)n(C)c1Cc1cc(Cl)cc(Cl)c1, CCO, Cl. Product: CC(C)c1nc(CO)n(C)c1Cc1cc(Cl)cc(Cl)c1. RXN SMILES: [CH2:1]([c:2]1[cH:3][cH:4][cH:5][cH:6][cH:7]1)[O:8][CH2:9][c:10]1[n:11]([CH3:27])[c:12]([CH2:18][c:19]2[cH:20][c:21]([Cl:26])[cH:22][c:23]([Cl:25])[cH:24]2)[c:13]([CH:15]([CH3:16])[CH3:17])[n:14]1.[CH3:29][CH2:30][OH:31].[ClH:28]>>[OH:8][CH2:9][c:10]1[n:11]([CH3:27])[c:12]([CH2:18][c:19]2[cH:20][c:21]([Cl:26])[cH:22][c:23]([Cl:25])[cH:24]2)[c:13]([CH:15]([CH3:16])[CH3:17])[n:14]1.